From a dataset of the Open Reaction Database (ORD), a public repository of structured organic reaction records. describe an organic reaction: reactants, conditions, products, and yield Starting materials: N[C@@H]1CC[C@H](CC1)NC1=NC(=C2N=CN(C2=N1)[C@H]1[C@H](O)[C@H](O)[C@H](O1)C(=O)NCC)NCC(C1=CC=CC=C1)C1=CC=CC=C1 ((trans)-1-[2-[(4-Aminocyclohexyl)amino]-6-[(2,2-diphenylethyl)amino]-9H-purin-9-yl]-deoxy-N-ethyl-β-D-ribofuranuronamide), Cl (hydrogen chloride), CCOCC (ether), initial precipitate, CCOCC (ether). The solvent is C(C)O (ethanol). Conditions: time 15 minute. Yields the product Cl.N[C@@H]1CC[C@H](CC1)NC1=NC(=C2N=CN(C2=N1)[C@H]1[C@H](O)[C@H](O)[C@H](O1)C(=O)NCC)NCC(C1=CC=CC=C1)C1=CC=CC=C1 ((trans)-1-[2-[(4-Aminocyclohexyl)amino]-6-[(2,2-diphenylethyl)amino]-9H-purin-9-yl]-1-deoxy-N-ethyl-β-D-ribofuranuronamide hydrochloride). RXN SMILES: [NH2:1][C@H:2]1[CH2:7][CH2:6][C@H:5]([NH:8][C:9]2[N:17]=[C:16]3[C:12]([N:13]=[CH:14][N:15]3[C@@H:18]3[O:24][C@H:23]([C:25]([NH:27][CH2:28][CH3:29])=[O:26])[C@@H:21]([OH:22])[C@H:19]3[OH:20])=[C:11]([NH:30][CH2:31][CH:32]([C:39]3[CH:44]=[CH:43][CH:42]=[CH:41][CH:40]=3)[C:33]3[CH:38]=[CH:37][CH:36]=[CH:35][CH:34]=3)[N:10]=2)[CH2:4][CH2:3]1.[ClH:45].CCOCC>C(O)C>[ClH:45].[NH2:1][C@H:2]1[CH2:3][CH2:4][C@H:5]([NH:8][C:9]2[N:17]=[C:16]3[C:12]([N:13]=[CH:14][N:15]3[C@@H:18]3[O:24][C@H:23]([C:25]([NH:27][CH2:28][CH3:29])=[O:26])[C@@H:21]([OH:22])[C@H:19]3[OH:20])=[C:11]([NH:30][CH2:31][CH:32]([C:33]3[CH:38]=[CH:37][CH:36]=[CH:35][CH:34]=3)[C:39]3[CH:44]=[CH:43][CH:42]=[CH:41][CH:40]=3)[N:10]=2)[CH2:6][CH2:7]1 |f:4.5|. Procedure: A solution of (trans)-1-[2-[(4-Aminocyclohexyl)amino]-6-[(2,2-diphenylethyl)amino]-9H-purin-9-yl]-deoxy-N-ethyl-β-D-ribofuranuronamide (11.05 g, 0.0184 mole) in ethanol (120 ml) was stirred during the addition of 1M hydrogen chloride in ether (18.4 ml, 0.0184 mole). An initial precipitate redissolved on complete addition and the mixture was stirred for 15 min before ether (400 ml) was added. The resulting precipitate was stirred for a further 15 min then collected by filtration under nitrogen an...